Task: describe an organic reaction: reactants, conditions, products, and yield. Dataset: the Open Reaction Database (ORD), a public repository of structured organic reaction records Reactants: C(C)NC(=O)[C@H]1N(CC(C1)F)C(=O)OCC1=CC=CC=C1 (benzyl(2S)-2-[(ethylamino)carbonyl]-4-fluoropyrrolidin-1-carboxylate). Reagents/catalysts: [C].[Pd] (palladium-carbon). The solvent is CO (methanol). Conditions: time 3 hour. Product: C(C)NC([C@H]1NCC(C1)F)=O (N-ethyl-4-fluoro-L-prolinamide). Isolated yield 109.2%. Reaction SMILES: [CH2:1]([NH:3][C:4]([C@@H:6]1[CH2:10][CH:9]([F:11])[CH2:8][N:7]1C(OCC1C=CC=CC=1)=O)=[O:5])[CH3:2]>CO.[C].[Pd]>[CH2:1]([NH:3][C:4](=[O:5])[C@@H:6]1[CH2:10][CH:9]([F:11])[CH2:8][NH:7]1)[CH3:2] |f:2.3|. Procedure: A suspension of 1.80 g of the compound obtained in step 8-1 and 360 mg of 10% palladium-carbon in 36 mL of methanol was stirred for 3 hours at room temperature and under hydrogen atmosphere. The insolubles were filtered off and the reaction mixture was concentrated under reduced pressure to obtain 1.07 g of the titled compound. This compound was used in the following reaction without being purified. Reactants: CCOC(=O)C1(C)CCC2(CC1)OCCO2, CC#N, [Ce], O=[N+]([O-])[O-], [NH4+], O. Yields the product CCOC(=O)C1(C)CCC(=O)CC1. Reaction SMILES: [CH3:1][C:2]1([C:12](=[O:13])[O:14][CH2:15][CH3:16])[CH2:3][CH2:4][C:5]2([O:6][CH2:9][CH2:8][O:7]2)[CH2:10][CH2:11]1.[CH3:23][C:24]#[N:25].[Ce:21].[N+:17]([O-:18])([O-:19])=[O:20].[NH4+:22].[OH2:26]>>[CH3:1][C:2]1([C:12](=[O:13])[O:14][CH2:15][CH3:16])[CH2:3][CH2:4][C:5](=[O:6])[CH2:10][CH2:11]1. As a reaction SMILES: [CH3:12][C:13](=[O:14])[O:15][C:16](=[O:17])[CH3:18].[CH3:19][CH2:20][O:21][C:22](=[O:23])[CH3:24].[Cl:1][c:2]1[cH:3][c:4]2[c:8]([cH:9][cH:10]1)[NH:7][C:6](=[O:11])[CH2:5]2>>[Cl:1][c:2]1[cH:3][c:4]2[c:8]([cH:9][cH:10]1)[N:7]([C:13]([CH3:12])=[O:14])[C:6](=[O:11])[CH2:5]2. Yields the product CC(=O)N1C(=O)Cc2cc(Cl)ccc21. Starting materials: CC(=O)OC(C)=O, CCOC(C)=O, O=C1Cc2cc(Cl)ccc2N1. Reactants: Cl.CNCCCOC1=CC=C(C=C1)O (4-(3-methylaminopropoxy)phenol hydrochloride), ClC1=CC=2N(C3=CC=CC=C3SC2C=C1)CCCN1CCN(CC1)CCCl (1-[3-(2-chloro-10H-phenothiazin-10-yl)propyl]-4-(2-chloroethyl)piperazine), [OH-].[Na+] (sodium hydroxide). The solvent is CS(=O)C (dimethylsulfoxide), O (water), O (water). Run at time 4 hour. The product is Cl.Cl.Cl.ClC1=CC=2N(C3=CC=CC=C3SC2C=C1)CCCN1CCN(CC1)CCOC1=CC=C(C=C1)OCCCNC (3-[[4-[2-[4-[3-(2-chloro-10H-phenothiazin-10-yl)propyl]-1-piperazinyl]ethoxy]phenyl]oxy]-N-methylpropanamine trihydrochloride). Yield: 33.3%. As a reaction SMILES: [ClH:1].[CH3:2][NH:3][CH2:4][CH2:5][CH2:6][O:7][C:8]1[CH:13]=[CH:12][C:11]([OH:14])=[CH:10][CH:9]=1.[Cl:15][C:16]1[CH:29]=[CH:28][C:27]2[S:26][C:25]3[C:20](=[CH:21][CH:22]=[CH:23][CH:24]=3)[N:19]([CH2:30][CH2:31][CH2:32][N:33]3[CH2:38][CH2:37][N:36]([CH2:39][CH2:40]Cl)[CH2:35][CH2:34]3)[C:18]=2[CH:17]=1.[OH-].[Na+]>CS(C)=O.O>[ClH:15].[ClH:1].[ClH:15].[Cl:15][C:16]1[CH:29]=[CH:28][C:27]2[S:26][C:25]3[C:20](=[CH:21][CH:22]=[CH:23][CH:24]=3)[N:19]([CH2:30][CH2:31][CH2:32][N:33]3[CH2:34][CH2:35][N:36]([CH2:39][CH2:40][O:14][C:11]4[CH:10]=[CH:9][C:8]([O:7][CH2:6][CH2:5][CH2:4][NH:3][CH3:2])=[CH:13][CH:12]=4)[CH2:37][CH2:38]3)[C:18]=2[CH:17]=1 |f:0.1,3.4,7.8.9.10|. Reported procedure: A solution of 4-(3-methylaminopropoxy)phenol hydrochloride (4.7 g) and 1-[3-(2-chloro-10H-phenothiazin-10-yl)propyl]-4-(2-chloroethyl)piperazine (10.7 g) (as its dihydrochloride) in dimethylsulfoxide (125 ml) was stirred under nitrogen during the addition of sodium hydroxide (3.46 g) in water (5 ml). The reaction was then stirred at 55° for 4 hours and then was diluted with water (500 ml). The oil which separated was extracted into ethyl acetate and hydrogen chloride was bubbled into the solutio... Starting materials: O (water), ClC=1C=C2C(C(NC2=CC1)=O)(F)F (5-chloro-3,3-difluoro-1,3-dihydro-2H-indol-2-one), BrCC(=O)N (bromoacetamide), [H-].[Na+] (NaH). The solvent is CN(C)C=O (DMF). Conditions: temperature 0 celsius, time 30 minute. Yields the product ClC=1C=C2C(C(N(C2=CC1)CC(=O)N)=O)(F)F (2-(5-chloro-3,3-difluoro-2-oxo-2,3-dihydro-1H-indol-1-yl)acetamide). As a reaction SMILES: [Cl:1][C:2]1[CH:3]=[C:4]2[C:8](=[CH:9][CH:10]=1)[NH:7][C:6](=[O:11])[C:5]2([F:13])[F:12].[H-].[Na+].Br[CH2:17][C:18]([NH2:20])=[O:19].O>CN(C=O)C>[Cl:1][C:2]1[CH:3]=[C:4]2[C:8](=[CH:9][CH:10]=1)[N:7]([CH2:17][C:18]([NH2:20])=[O:19])[C:6](=[O:11])[C:5]2([F:13])[F:12] |f:1.2|. Reported procedure: 5-chloro-3,3-difluoro-1,3-dihydro-2H-indol-2-one 4 (2.55 g, 12.5 mmol) is dissolved in dry DMF (20 ml) under a nitrogen atmosphere. The solution is cooled at 0° C. and NaH (0.547 g, 13.8 mmol, 60% dispersion) is carefully added portionwise. When the nitrogen evolution ceases, bromoacetamide (2.05 g, 15.0 mmol) is added. After 30 minutes, the mixture is poured into cold water and the solid is filtered off and washed with water. The crude material is directly recrystallized in acetone/water afford... Reactants: BrC1=CC(=C(C=C1)NC(\C=C\OCC)=O)C (Trans-N-(4-bromo-2-methylphenyl)-3-ethoxypropenamide), S(O)(O)(=O)=O (sulphuric acid). Yields the product BrC=1C=C2C=CC(NC2=C(C1)C)=O (6-bromo-8-methyl-2-(1H)-quinolone). RXN SMILES: [Br:1][C:2]1[CH:7]=[CH:6][C:5]([NH:8][C:9](=[O:15])/[CH:10]=[CH:11]/OCC)=[C:4]([CH3:16])[CH:3]=1.S(=O)(=O)(O)O>>[Br:1][C:2]1[CH:7]=[C:6]2[C:5](=[C:4]([CH3:16])[CH:3]=1)[NH:8][C:9](=[O:15])[CH:10]=[CH:11]2. Reported procedure: Trans-N-(4-bromo-2-methylphenyl)-3-ethoxypropenamide (2.0 g) was added portionwise with stirring to 98% sulphuric acid (15 cm3) at room temperature. After 16 hours the solution was poured onto ice (100 cm3) and the resulting precipitate was filtered off and dried (1.5 g). Recrystallisation from ethyl acetate-methanol afforded 6-bromo-8-methyl-2-(1H)-quinolone, m.p. 272°-274°. Reactants: CO (MeOH), [H-].[Na+] (NaH), BrC=1C=C(C#N)C=C(C1)CBr (3-bromo-5-(bromomethyl)benzonitrile). Solvent: CN(C)C=O (DMF), CN(C)C=O (DMF). The product is BrC=1C=C(C#N)C=C(C1)COC (3-Bromo-5-(methoxymethyl)benzonitrile). Reaction SMILES: [CH3:1][OH:2].[H-].[Na+].[Br:5][C:6]1[CH:7]=[C:8]([CH:11]=[C:12]([CH2:14]Br)[CH:13]=1)[C:9]#[N:10]>CN(C=O)C>[Br:5][C:6]1[CH:7]=[C:8]([CH:11]=[C:12]([CH2:14][O:2][CH3:1])[CH:13]=1)[C:9]#[N:10] |f:1.2|. Procedure details: MeOH (0.088 mL, 2.18 mmol) was added to a slurry of NaH (45 mg, 1.13 mmol) in DMF (2 mL). When gas evolution ceased, a solution of 3-bromo-5-(bromomethyl)benzonitrile (see WO2009/100169; 240 mg, 0.87 mmol) in DMF (1 mL) was added. The reaction was quenched by adding aq. sat NH4Cl solution. The mixture was partitioned between toluene (5 mL) and water (3 mL). The toluene layer was collected, washed with water, dried over Na2SO4, and concentrated in vacuo. The crude product was dried at reduced pre... Starting materials: BrCc1ccc2nc(-c3ccccc3)sc2c1, CO, N. Product: NCc1ccc2nc(-c3ccccc3)sc2c1. RXN SMILES: [Br:1][CH2:2][c:3]1[cH:4][c:5]2[c:6]([n:7][c:8](-[c:10]3[cH:11][cH:12][cH:13][cH:14][cH:15]3)[s:9]2)[cH:16][cH:17]1.[CH3:19][OH:20].[NH3:18]>>[CH2:2]([c:3]1[cH:4][c:5]2[c:6]([n:7][c:8](-[c:10]3[cH:11][cH:12][cH:13][cH:14][cH:15]3)[s:9]2)[cH:16][cH:17]1)[NH2:18].